Dataset: the Open Reaction Database (ORD), a public repository of structured organic reaction records. Task: describe an organic reaction: reactants, conditions, products, and yield The reactants are [Br-], CC(C)Cn1c(=O)n(C)c(=O)c2c(Br)c(Cc3ccccc3C(F)(F)F)sc21, CC(C)C[Mg+], O=C=O, C1CCOC1. Product: CC(C)Cn1c(=O)n(C)c(=O)c2c(CO)c(Cc3ccccc3C(F)(F)F)sc21. Reaction SMILES: [Br-:29].[Br:1][c:2]1[c:3]([CH2:18][c:19]2[c:20]([C:25]([F:26])([F:27])[F:28])[cH:21][cH:22][cH:23][cH:24]2)[s:4][c:5]2[n:6]([CH2:14][CH:15]([CH3:16])[CH3:17])[c:7](=[O:13])[n:8]([CH3:12])[c:9](=[O:11])[c:10]12.[CH2:30]([Mg+:31])[CH:32]([CH3:33])[CH3:34].[O:35]=[C:36]=[O:37].[O:38]1[CH2:39][CH2:40][CH2:41][CH2:42]1>>[c:2]1([CH2:36][OH:35])[c:3]([CH2:18][c:19]2[c:20]([C:25]([F:26])([F:27])[F:28])[cH:21][cH:22][cH:23][cH:24]2)[s:4][c:5]2[n:6]([CH2:14][CH:15]([CH3:16])[CH3:17])[c:7](=[O:13])[n:8]([CH3:12])[c:9](=[O:11])[c:10]12. Starting materials: O=C1N(CCC1)CC(=O)O ((2-oxo-1-pyrrolidinyl)acetic acid), N,N'-carbonyldiimidazole, NCCN1C(=CC=C1C)C (1-(2-aminoethyl)-2,5-dimethylpyrrole). The solvent is O1CCCC1 (tetrahydrofuran), O1CCCC1 (tetrahydrofuran). Conditions: time 6 hour. Product: CC=1N(C(=CC1)C)CCNC(CN1C(CCC1)=O)=O (N-(2-(2,5-Dimethyl-1-pyrrolyl)ethyl)-(2-oxo-1-pyrrolidinyl)acetamide). RXN SMILES: [O:1]=[C:2]1[CH2:6][CH2:5][CH2:4][N:3]1[CH2:7][C:8]([OH:10])=O.[NH2:11][CH2:12][CH2:13][N:14]1[C:18]([CH3:19])=[CH:17][CH:16]=[C:15]1[CH3:20]>O1CCCC1>[CH3:20][C:15]1[N:14]([CH2:13][CH2:12][NH:11][C:8](=[O:10])[CH2:7][N:3]2[CH2:4][CH2:5][CH2:6][C:2]2=[O:1])[C:18]([CH3:19])=[CH:17][CH:16]=1. Procedure: 14.3 g (0.1 mol) of (2-oxo-1-pyrrolidinyl)acetic acid and 16.2 g (0.1 mol) of N,N'-carbonyldiimidazole are heated under reflux in 70 ml of tetrahydrofuran for 15 min. After cooling, 13.8 g (0.1 mol) of 1-(2-aminoethyl)-2,5-dimethylpyrrole in 70 ml of tetrahydrofuran are added dropwise. After the reactionmixture has been stirred at room temperature for 6 h, it is concentrated, acifified with dilute acetic acid and extracted with methylene chloride. The methylene chloride extract is concentrated, ... Reactants: CC(=O)OCC(C)=CCc1c(C)c(OC(C)=O)c(C)c(C)c1OC(C)=O, O=C([O-])O, CO, [Na+]. The product is CC(=O)Oc1c(C)c(C)c(OC(C)=O)c(CC=C(C)CO)c1C. RXN SMILES: [C:1](=[O:2])([CH3:3])[O:4][CH2:5][C:6](=[CH:7][CH2:8][c:9]1[c:10]([O:22][C:23]([CH3:24])=[O:25])[c:11]([CH3:21])[c:12]([CH3:20])[c:13]([O:16][C:17]([CH3:18])=[O:19])[c:14]1[CH3:15])[CH3:26].[C:27](=[O:28])([OH:29])[O-:30].[CH3:32][OH:33].[Na+:31]>>[OH:4][CH2:5][C:6](=[CH:7][CH2:8][c:9]1[c:10]([O:22][C:23]([CH3:24])=[O:25])[c:11]([CH3:21])[c:12]([CH3:20])[c:13]([O:16][C:17]([CH3:18])=[O:19])[c:14]1[CH3:15])[CH3:26]. Reactants: NC=1C=C(C=CC1)C#CC1=C(C=CC=C1)NC(=O)N (1-{2-[(3-aminophenyl)ethynyl]phenyl}urea). Reagents/catalysts: CC#N.CC#N.Cl[Pd]Cl (bis(acetonitrile)dichloropalladium), CC#N.CC#N.Cl[Pd]Cl (bis(acetonitrile)dichloropalladium). Solvent: CC#N (CH3CN). Reaction conditions: temperature 90 celsius, time 3 hour. Yields the product NC=1C=C(C=CC1)C=1N(C2=CC=CC=C2C1)C(=O)N (2-(3-aminophenyl)-1H-indole-1-carboxamide). Isolated yield 14.6%. Reaction SMILES: [NH2:1][C:2]1[CH:3]=[C:4]([C:8]#[C:9][C:10]2[CH:15]=[CH:14][CH:13]=[CH:12][C:11]=2[NH:16][C:17]([NH2:19])=[O:18])[CH:5]=[CH:6][CH:7]=1>CC#N.CC#N.CC#N.Cl[Pd]Cl>[NH2:1][C:2]1[CH:3]=[C:4]([C:8]2[N:16]([C:17]([NH2:19])=[O:18])[C:11]3[C:10]([CH:9]=2)=[CH:15][CH:14]=[CH:13][CH:12]=3)[CH:5]=[CH:6][CH:7]=1 |f:2.3.4|. Procedure details: The mixture of 1-{2-[(3-aminophenyl)ethynyl]phenyl}urea (1.25 g, 5 mmol, 1 eq) in anhydrous CH3CN (35 mL) was bubbled with anhydrous nitrogen for about 15 minutes, followed by the addition of bis(acetonitrile)dichloropalladium (II) (259 mg, 0.2 eq). The resulting mixture was heated at 90° C. for 2 hours, then another batch of bis(acetonitrile)dichloropalladium (II) (259 mg, 0.2 eq) was added and the reaction was continued at 90° C. for 3 hours. The reaction mixture was then concentrated under re... The reactants are [H-].[Na+] (sodium hydride), [Cl-].[NH4+] (ammonium chloride), IC1=CC2=C(N(C(N2)=O)C(=O)OC(C)(C)C)C=C1 (tert-butyl 5-iodo-2-oxo-2,3-dihydrobenzimidazole-1-carboxylate), BrC(C(=O)OC(C)(C)C)C1=CC=CC=C1 (tert-butyl bromo-phenylacetate). Run in CN(C)C=O (DMF), C(C)(=O)OCC (ethyl acetate). Run at time 2 hour. The product is C(C)(C)(C)OC(=O)C(N1C(N(C2=C1C=C(C=C2)I)C(=O)OC(C)(C)C)=O)C2=CC=CC=C2 (tert-Butyl 3-(tert-butoxycarbonylphenylmethyl)-5-iodo-2-oxo-2,3-dihydro-benzimidazole-1-carboxylate). Reaction SMILES: [I:1][C:2]1[CH:18]=[CH:17][C:5]2[N:6]([C:10]([O:12][C:13]([CH3:16])([CH3:15])[CH3:14])=[O:11])[C:7](=[O:9])[NH:8][C:4]=2[CH:3]=1.[H-].[Na+].Br[CH:22]([C:30]1[CH:35]=[CH:34][CH:33]=[CH:32][CH:31]=1)[C:23]([O:25][C:26]([CH3:29])([CH3:28])[CH3:27])=[O:24].[Cl-].[NH4+]>CN(C=O)C.C(OCC)(=O)C>[C:26]([O:25][C:23]([CH:22]([C:30]1[CH:31]=[CH:32][CH:33]=[CH:34][CH:35]=1)[N:8]1[C:4]2[CH:3]=[C:2]([I:1])[CH:18]=[CH:17][C:5]=2[N:6]([C:10]([O:12][C:13]([CH3:14])([CH3:15])[CH3:16])=[O:11])[C:7]1=[O:9])=[O:24])([CH3:29])([CH3:27])[CH3:28] |f:1.2,4.5|. Reported procedure: 3.00 g (8.33 mmol) of tert-butyl 5-iodo-2-oxo-2,3-dihydrobenzimidazole-1-carboxylate (VIb) were dissolved in dry DMF (50 ml) in a heat-dried flask under a nitrogen atmosphere. 364 mg (5.09 mmol) of sodium hydride (60% suspension in mineral oil) were added at 0° C. while stirring, and the reaction solution was then stirred at room temperature for 30 min. After renewed cooling in an ice bath, 2.37 g (8.75 mmol) of tert-butyl bromo-phenylacetate were added, and the mixture was stirred while cooling... Reactants: COC(=O)CBr, O=C([O-])[O-], CN(C)C=O, Cn1nc(Cc2ccc(O)c(Cl)c2Cl)c(Cl)c1OC(F)F, [I-], [K+], [K+], [K+], O. Yields the product COC(=O)COc1ccc(Cc2nn(C)c(OC(F)F)c2Cl)c(Cl)c1Cl. Reaction SMILES: [Br:30][CH2:31][C:32](=[O:33])[O:34][CH3:35].[C:22](=[O:23])([O-:24])[O-:25].[CH3:36][N:37]([CH3:38])[CH:39]=[O:40].[Cl:1][c:2]1[c:3]([CH2:12][c:13]2[c:14]([Cl:21])[c:15]([Cl:20])[c:16]([OH:19])[cH:17][cH:18]2)[n:4][n:5]([CH3:11])[c:6]1[O:7][CH:8]([F:9])[F:10].[I-:29].[K+:26].[K+:27].[K+:28].[OH2:41]>>[Cl:1][c:2]1[c:3]([CH2:12][c:13]2[c:14]([Cl:21])[c:15]([Cl:20])[c:16]([O:19][CH2:31][C:32](=[O:33])[O:34][CH3:35])[cH:17][cH:18]2)[n:4][n:5]([CH3:11])[c:6]1[O:7][CH:8]([F:9])[F:10]. The reactants are Cl (hydrogen chloride), N1(C)C(=O)N(C)C=2N=CN(C2C1=O)CCCBr (3-(theophyllin-7-yl)propyl bromide), NCCC1=CNC2=CC=CC=C12 (tryptamine), C([O-])([O-])=O.[K+].[K+] (potassium carbonate). Run in C(C)O (ethanol), O (water), CN(C=O)C (dimethylformamide). Yields the product N1(C)C(=O)N(C)C=2N=CN(C2C1=O)CCCNCCC1=CNC2=CC=CC=C12 (N-[3-(Theophyllin-7-yl)propyl]tryptamine), Cl (hydrochloride). RXN SMILES: [N:1]1([C:12](=[O:13])[C:11]2[N:10]([CH2:14][CH2:15][CH2:16]Br)[CH:9]=[N:8][C:7]=2[N:5]([CH3:6])[C:3]1=[O:4])[CH3:2].[NH2:18][CH2:19][CH2:20][C:21]1[C:29]2[C:24](=[CH:25][CH:26]=[CH:27][CH:28]=2)[NH:23][CH:22]=1.C(=O)([O-])[O-].[K+].[K+].[ClH:36]>CN(C)C=O.O.C(O)C>[N:1]1([C:12](=[O:13])[C:11]2[N:10]([CH2:14][CH2:15][CH2:16][NH:18][CH2:19][CH2:20][C:21]3[C:29]4[C:24](=[CH:25][CH:26]=[CH:27][CH:28]=4)[NH:23][CH:22]=3)[CH:9]=[N:8][C:7]=2[N:5]([CH3:6])[C:3]1=[O:4])[CH3:2].[ClH:36] |f:2.3.4|. Procedure: A stirred mixture of 3-(theophyllin-7-yl)propyl bromide (3.0 g., 0.01 mole), tryptamine base (1.60; 0.01 mole) and potassium carbonate (4 g; 0.029 mole) in dry dimethylformamide (50 cc.) was heated, under a dry nitrogen blanket, in an oil-bath maintained at 75° for 17.5 hours. After cooling, the dark mixture was diluted with water (200 cc.) and extracted with dichloromethane (2×50 cc.). The combined extracts were washed with water (2×100 cc.) and dried (MgSO4). Filtration and evaporation gave a ... Reactants: [OH-].[Na+] (Sodium hydroxide), Cl (hydrogen chloride), C(C)OC(CC(=O)[C@@H]1C[C@@H](N(CC1)C(=O)OC)CC1=CC=C(C=C1)C(F)(F)F)=O (Cis-methyl 4-(3-ethoxy-3-oxopropanoyl)-2-(4-(trifluoromethyl)benzyl)piperidine-1-carboxylate), NO (hydroxylamine). The solvent is O (water), CO (MeOH). Conditions: temperature -40 celsius, time 20 minute. The product is O=C1NOC(=C1)[C@@H]1C[C@@H](N(CC1)C(=O)OC)CC1=CC=C(C=C1)C(F)(F)F (cis-methyl 4-(3-oxo-2,3-dihydroisoxazol-5-yl)-2-(4-(trifluoromethyl)benzyl)piperidine-1-carboxylate). Isolated yield 93.4%. RXN SMILES: C([O:3][C:4](=O)[CH2:5][C:6]([C@H:8]1[CH2:13][CH2:12][N:11]([C:14]([O:16][CH3:17])=[O:15])[C@@H:10]([CH2:18][C:19]2[CH:24]=[CH:23][C:22]([C:25]([F:28])([F:27])[F:26])=[CH:21][CH:20]=2)[CH2:9]1)=[O:7])C.[OH-].[Na+].[NH2:32]O.Cl>CO.O>[O:3]=[C:4]1[CH:5]=[C:6]([C@H:8]2[CH2:13][CH2:12][N:11]([C:14]([O:16][CH3:17])=[O:15])[C@@H:10]([CH2:18][C:19]3[CH:24]=[CH:23][C:22]([C:25]([F:28])([F:27])[F:26])=[CH:21][CH:20]=3)[CH2:9]2)[O:7][NH:32]1 |f:1.2|. Procedure details: Cis-methyl 4-(3-ethoxy-3-oxopropanoyl)-2-(4-(trifluoromethyl)benzyl)piperidine-1-carboxylate (14.9 g, 35.87 mmol) was dissolved in MeOH (120 mL) and cooled to −40° C. Sodium hydroxide (1.495 g, 37.38 mmol) dissolved in water (14.4 mL) was added over 2 min and the resulting solution stirred at −40° C. for 20 min. Then hydroxylamine (50% by weight in water, 2.2 mL, 35.90 mmol) was added over 1 min and stirring continued between −40° C. and −45° C. for 80 min. The reaction mixture was then poured i... Reactants: C(C)(=O)N[C@H](C(=O)N[C@@H](CC1=CC(=CC=C1)N1S(N(C(C1)=O)CC1=CC=C(C=C1)OC)(=O)=O)C(NCCCCC)=O)CC1=CC=CC=C1 ((S)-2-acetylamino-N-((S)-2-{3-[5-(4-methoxy-benzyl)-1,1,4-trioxo-1,2,5-thiadiazolidin-2-yl]-phenyl}-1-pentylcarbamoyl-ethyl)-3-phenyl-propionamide), C(C)(C)(C)[SiH](C)C (t-butyidimethylsilane). Run in O (water), CC#N (MeCN), O (water), C(=O)(C(F)(F)F)O (TFA). Run at temperature 80 celsius, time 7 minute. Yields the product C(C)(=O)N[C@H](C(=O)N[C@@H](CC1=CC(=CC=C1)N1S(NC(C1)=O)(=O)=O)C(NCCCCC)=O)CC1=CC=CC=C1 ((S)-2-acetylamino-N-{(S)-1-pentylcarbamoyl-2-[3-(1,1,4-trioxo-1,2,5-thiadiazolidin-2-yl)-phenyl]-ethyl}-3-phenyl-propionamide). Reaction SMILES: [C:1]([NH:4][C@@H:5]([CH2:42][C:43]1[CH:48]=[CH:47][CH:46]=[CH:45][CH:44]=1)[C:6]([NH:8][C@H:9]([C:34](=[O:41])[NH:35][CH2:36][CH2:37][CH2:38][CH2:39][CH3:40])[CH2:10][C:11]1[CH:16]=[CH:15][CH:14]=[C:13]([N:17]2[CH2:21][C:20](=[O:22])[N:19](CC3C=CC(OC)=CC=3)[S:18]2(=[O:33])=[O:32])[CH:12]=1)=[O:7])(=[O:3])[CH3:2].C([SiH](C)C)(C)(C)C>C(O)(C(F)(F)F)=O.CC#N.O>[C:1]([NH:4][C@@H:5]([CH2:42][C:43]1[CH:44]=[CH:45][CH:46]=[CH:47][CH:48]=1)[C:6]([NH:8][C@H:9]([C:34](=[O:41])[NH:35][CH2:36][CH2:37][CH2:38][CH2:39][CH3:40])[CH2:10][C:11]1[CH:16]=[CH:15][CH:14]=[C:13]([N:17]2[CH2:21][C:20](=[O:22])[NH:19][S:18]2(=[O:33])=[O:32])[CH:12]=1)=[O:7])(=[O:3])[CH3:2]. Reported procedure: A solution of the title H compound, (S)-2-acetylamino-N-((S)-2-{3-[5-(4-methoxy-benzyl)-1,1,4-trioxo-1,2,5-thiadiazolidin-2-yl]-phenyl}-1-pentylcarbamoyl-ethyl)-3-phenyl-propionamide (124 mg, 0.183 mmol) in TFA (3 mL) containing t-butyidimethylsilane (0.091 mL, 0.548 mmol) is heated at 80° C. for 30 min, then concentrated under nitrogen stream to give an oil containing a fine dark suspension. The product is taken up in 60% MeCN in water and water (1 mL) is added. The mixture filtered through a 0...